This data is from the Open Reaction Database (ORD), a public repository of structured organic reaction records. The task is: describe an organic reaction: reactants, conditions, products, and yield Reactants: CCC, CCOC(C)=O, O=C(O)c1cnc(CF)cn1, NC1=NC2(c3cc(N)ccc3F)COC(C(F)(F)F)C2CS1, [NH4+], [OH-], O, O=[PH](O)O. Yields the product NC1=NC2(c3cc(NC(=O)c4cnc(CF)cn4)ccc3F)COC(C(F)(F)F)C2CS1. Reaction SMILES: [CH3:38][CH2:39][CH3:40].[CH3:43][CH2:44][O:45][C:46]([CH3:47])=[O:48].[F:1][CH2:2][c:3]1[n:4][cH:5][c:6]([C:9](=[O:10])[OH:11])[n:7][cH:8]1.[NH2:12][c:13]1[cH:14][cH:15][c:16]([F:33])[c:17]([C:19]23[N:20]=[C:21]([NH2:32])[S:22][CH2:23][CH:24]2[CH:25]([C:28]([F:29])([F:30])[F:31])[O:26][CH2:27]3)[cH:18]1.[NH4+:41].[OH-:42].[OH2:49].[PH:34]([OH:35])([OH:36])=[O:37]>>[F:1][CH2:2][c:3]1[n:4][cH:5][c:6]([C:9](=[O:11])[NH:12][c:13]2[cH:14][cH:15][c:16]([F:33])[c:17]([C:19]34[N:20]=[C:21]([NH2:32])[S:22][CH2:23][CH:24]3[CH:25]([C:28]([F:29])([F:30])[F:31])[O:26][CH2:27]4)[cH:18]2)[n:7][cH:8]1.